Dataset: the Open Reaction Database (ORD), a public repository of structured organic reaction records. Task: describe an organic reaction: reactants, conditions, products, and yield The reactants are CC(C)(C)OC(=O)NC(Cc1ccccc1)C1CO1, Fc1ccc(C2CCCN2)cc1. Product: CC(C)(C)OC(=O)NC(Cc1ccccc1)C(O)CN1CCCC1c1ccc(F)cc1. As a reaction SMILES: [C:1]([CH3:2])([CH3:3])([CH3:4])[O:5][C:6]([NH:7][CH:8]([CH2:9][c:10]1[cH:11][cH:12][cH:13][cH:14][cH:15]1)[CH:16]1[O:17][CH2:18]1)=[O:19].[F:20][c:21]1[cH:22][cH:23][c:24]([CH:27]2[NH:28][CH2:29][CH2:30][CH2:31]2)[cH:25][cH:26]1>>[C:1]([CH3:2])([CH3:3])([CH3:4])[O:5][C:6]([NH:7][CH:8]([CH2:9][c:10]1[cH:11][cH:12][cH:13][cH:14][cH:15]1)[CH:16]([OH:17])[CH2:18][N:28]1[CH:27]([c:24]2[cH:23][cH:22][c:21]([F:20])[cH:26][cH:25]2)[CH2:31][CH2:30][CH2:29]1)=[O:19].